This data is from the Open Reaction Database (ORD), a public repository of structured organic reaction records. The task is: describe an organic reaction: reactants, conditions, products, and yield Reactants: CC(=O)[O-], CC(=O)[O-], CCOc1cc(C(=O)OC)cc(OCC)c1-c1cn[nH]c1, C1CCOC1, CCOC(C)=O, OB(O)C1CC1, [Cu+2], c1ccncc1. Product: CCOc1cc(C(=O)OC)cc(OCC)c1-c1cnn(C2CC2)c1. As a reaction SMILES: [C:45]([O-:46])(=[O:47])[CH3:48].[C:50]([O-:51])(=[O:52])[CH3:53].[CH2:1]([CH3:2])[O:3][c:4]1[cH:5][c:6]([C:7](=[O:8])[O:9][CH3:10])[cH:11][c:12]([O:19][CH2:20][CH3:21])[c:13]1-[c:14]1[cH:15][n:16][nH:17][cH:18]1.[CH2:34]1[O:35][CH2:36][CH2:37][CH2:38]1.[CH3:39][CH2:40][O:41][C:42]([CH3:43])=[O:44].[CH:22]1([B:25]([OH:26])[OH:27])[CH2:23][CH2:24]1.[Cu+2:49].[cH:28]1[cH:29][cH:30][n:31][cH:32][cH:33]1>>[CH2:1]([CH3:2])[O:3][c:4]1[cH:5][c:6]([C:7](=[O:8])[O:9][CH3:10])[cH:11][c:12]([O:19][CH2:20][CH3:21])[c:13]1-[c:14]1[cH:15][n:16]([CH:22]2[CH2:23][CH2:24]2)[n:17][cH:18]1. Reactants: Brc1sc2ccccc2c1Br, [Li]CCCC, CSSC, CCOCC, CCCCCC, Cl. Yields the product CSc1sc2ccccc2c1Br. As a reaction SMILES: [Br:1][c:2]1[c:3]([Br:11])[c:4]2[c:5]([s:6]1)[cH:7][cH:8][cH:9][cH:10]2.[CH2:12]([Li:13])[CH2:14][CH2:15][CH3:16].[CH3:17][S:18][S:19][CH3:20].[CH3:22][CH2:23][O:24][CH2:25][CH3:26].[CH3:27][CH2:28][CH2:29][CH2:30][CH2:31][CH3:32].[ClH:21]>>[c:2]1([S:18][CH3:17])[c:3]([Br:11])[c:4]2[c:5]([s:6]1)[cH:7][cH:8][cH:9][cH:10]2. Starting materials: C(=O)(OC(C)(C)C)N[C@@H](CCOC)C1=NC2=C(N1)C=CC(=C2)Cl ((1S)—N-Boc-1-(5-chloro-1H-benzimidazol-2-yl)-3-methoxy-propylamine), C(=O)(C(F)(F)F)O (TFA). Yields the product ClC1=CC2=C(NC(=N2)[C@H](CCOC)N)C=C1 ((1S)-1-(5-chloro-1H-benzimidazol-2-yl)-3-methoxy-propylamine). As a reaction SMILES: C([NH:8][C@H:9]([C:14]1[NH:18][C:17]2[CH:19]=[CH:20][C:21]([Cl:23])=[CH:22][C:16]=2[N:15]=1)[CH2:10][CH2:11][O:12][CH3:13])(OC(C)(C)C)=O.C(O)(C(F)(F)F)=O>ClCCl>[Cl:23][C:21]1[CH:20]=[CH:19][C:17]2[NH:18][C:14]([C@@H:9]([NH2:8])[CH2:10][CH2:11][O:12][CH3:13])=[N:15][C:16]=2[CH:22]=1. Reported procedure: Prepared analogously to Example 1g from (1S)—N-Boc-1-(5-chloro-1H-benzimidazol-2-yl)-3-methoxy-propylamine and TFA in dichloromethane. Solvent: ClCCl (dichloromethane). Starting materials: [OH-].[K+] (KOH), resultant solution, O[C@H](C(=O)OCC)[C@@H](C(N[C@@H](CC(C)C)C(NCCC(C)C)=O)=O)O (Ethyl (2S,3S)-2,3-dihydroxy-3-[(S)-3-methyl-1-(3-methylbutylcarbamoyl)butylcarbamoyl]propionate). Run in CO (methanol). Reaction conditions: temperature 0 celsius, time 2 hour. The product is O[C@H](C(=O)O)[C@@H](C(N[C@@H](CC(C)C)C(NCCC(C)C)=O)=O)O ((2S,3S)-2,3-dihydroxy-3-[(S)-3-methyl-1-(3-methylbutylcarbamoyl)butylcarbamoyl]propionic acid). Yield: 92.6%. RXN SMILES: [OH:1][C@@H:2]([C@H:8]([OH:25])[C:9](=[O:24])[NH:10][C@H:11]([C:16](=[O:23])[NH:17][CH2:18][CH2:19][CH:20]([CH3:22])[CH3:21])[CH2:12][CH:13]([CH3:15])[CH3:14])[C:3]([O:5]CC)=[O:4].[OH-].[K+]>CO>[OH:1][C@@H:2]([C@H:8]([OH:25])[C:9](=[O:24])[NH:10][C@H:11]([C:16](=[O:23])[NH:17][CH2:18][CH2:19][CH:20]([CH3:21])[CH3:22])[CH2:12][CH:13]([CH3:14])[CH3:15])[C:3]([OH:5])=[O:4] |f:1.2|. Procedure details: Ethyl (2S,3S)-2,3-dihydroxy-3-[(S)-3-methyl-1-(3-methylbutylcarbamoyl)butylcarbamoyl]propionate (309 mg) obtained in Example 2 was dissolved in methanol. 2N KOH (472 μl) was added to the resultant solution, and the solution was stirred at 0° C. for two hours. Thereafter, the solvent was distilled off under reduced pressure, sodium bicarbonate solution was added to adjust the pH to be about 8, and the aqueous layer was washed with ethyl acetate. Subsequently, the pH was adjusted to about 2 with d... Reactants: COC(=O)C=1SC(=CC1N=CN(C)C)C(C(C)C)=O (3-(Dimethylaminomethyleneamino)-5-isobutyrylthiophene-2-carboxylic acid methyl ester), CN1CCN(CCC1)C1=CC=C(C=C1)N (4-(4-methyl[1,4]diazepan-1-yl)phenylamine). Product: C(C(C)C)(=O)C1=CC=2N=CN(C(C2S1)=O)C1=CC=C(C=C1)N1CCN(CCC1)C (6-Isobutyryl-3-[4-(4-methyl[1,4]diazepan-1-yl)phenyl]-3H-thieno[3,2-d]pyrimidin-4-one). As a reaction SMILES: CO[C:3]([C:5]1[S:6][C:7]([C:15](=[O:19])[CH:16]([CH3:18])[CH3:17])=[CH:8][C:9]=1[N:10]=[CH:11][N:12]([CH3:14])C)=[O:4].[CH3:20][N:21]1[CH2:27][CH2:26][CH2:25][N:24]([C:28]2[CH:33]=[CH:32]C(N)=[CH:30][CH:29]=2)[CH2:23][CH2:22]1>>[C:15]([C:7]1[S:6][C:5]2[C:3](=[O:4])[N:12]([C:14]3[CH:32]=[CH:33][C:28]([N:24]4[CH2:25][CH2:26][CH2:27][N:21]([CH3:20])[CH2:22][CH2:23]4)=[CH:29][CH:30]=3)[CH:11]=[N:10][C:9]=2[CH:8]=1)(=[O:19])[CH:16]([CH3:17])[CH3:18]. Procedure: 3-(Dimethylaminomethyleneamino)-5-isobutyrylthiophene-2-carboxylic acid methyl ester and 4-(4-methyl[1,4]diazepan-1-yl)phenylamine were reacted by method A1. The product with the molecular weight of 410.54 (C22H26N4O2S) was obtained in this way; MS (ESI): 411 (M+H+).